Dataset: the Open Reaction Database (ORD), a public repository of structured organic reaction records. Task: describe an organic reaction: reactants, conditions, products, and yield Starting materials: ClC=1C=C2C=C(NC2=CC1)C (5-chloro-2-methylindole), C(C1=CC=CC=C1)Br (benzyl bromide), [OH-].[K+] (potassium hydroxide). Reagents/catalysts: C1COCCOCCOCCOCCOCCO1 (18-crown-6). Yields the product ClC=1C=C2C=C(N(C2=CC1)CC1=CC=CC=C1)C (5-chloro-2-methyl-1-benzyl-1H-indole). The yield is 42.0%. Reaction SMILES: [Cl:1][C:2]1[CH:3]=[C:4]2[C:8](=[CH:9][CH:10]=1)[NH:7][C:6]([CH3:11])=[CH:5]2.[CH2:12](Br)[C:13]1[CH:18]=[CH:17][CH:16]=[CH:15][CH:14]=1.[OH-].[K+]>C1OCCOCCOCCOCCOCCOC1>[Cl:1][C:2]1[CH:3]=[C:4]2[C:8](=[CH:9][CH:10]=1)[N:7]([CH2:12][C:13]1[CH:18]=[CH:17][CH:16]=[CH:15][CH:14]=1)[C:6]([CH3:11])=[CH:5]2 |f:2.3|. Procedure details: 4.97 g (30 mmol) 5-chloro-2-methylindole was treated with 6.84 g (40 mmol) benzyl bromide, 1.97 g (30 mmol) potassium hydroxide (85% powdered in mortar) and 0.25 g (1 mmol) 18-crown-6 as described in Synthesis 1979, p. 618 to give 3.22 g (42%) 5-chloro-2-methyl-1-benzyl-1H-indole, mp: 75-76°, MS (Ei 70 eV) m/Z M+255. Starting materials: C(CCCO)O.C(=C)OC=C (1,4-butandiol mono vinylether), C(C)[SiH](CC)CC (triethylsilane). Conditions: temperature 60 celsius, time 18 hour. Yields the product C(C)[Si](CCOCCCCO)(CC)CC (4-(2-Triethylsilanyl-ethoxy)-butanol). As a reaction SMILES: [CH2:1]([OH:6])[CH2:2][CH2:3][CH2:4][OH:5].C(O[CH:10]=[CH2:11])=C.[CH2:12]([SiH:14]([CH2:17][CH3:18])[CH2:15][CH3:16])[CH3:13]>>[CH2:12]([Si:14]([CH2:10][CH3:11])([CH2:17][CH3:18])[CH2:15][CH2:16][O:5][CH2:4][CH2:3][CH2:2][CH2:1][OH:6])[CH3:13] |f:0.1|. Procedure: A 50 ml reaction flask was charged with 11.6 ml (100 mmol) of 1,4-butandiol-mono vinylether and a catalytic amount of divinyl-tetramethyl disiloxane platinum complex under inert atmosphere and heated to 60° C. 10.4 g (90 mmol) of triethylsilane was slowly added to the reaction flask through a dropping funnel. The exothermic reaction mixture was stirred at 75° C. for 18 hours, followed by distillation at 105° C. to 107° C./0.2 mbar over a 10 cm Vigreux column. This reaction yielded 15.2 g (66% of... The reactants are C(C)OC(C(=O)OCC)=O (diethyloxalate), C(C)NCC (diethylamine). Run at temperature 90 celsius, time 2.5 hour. The product is C(C)OC(C(=O)N(CC)CC)=O (N,N-diethyl-oxalamic acid ethyl ester). The yield is 85.8%. Reaction SMILES: C(O[C:4](=[O:10])[C:5]([O:7][CH2:8][CH3:9])=[O:6])C.[CH2:11]([NH:13][CH2:14][CH3:15])[CH3:12]>>[CH2:8]([O:7][C:5](=[O:6])[C:4]([N:13]([CH2:14][CH3:15])[CH2:11][CH3:12])=[O:10])[CH3:9]. Reported procedure: To 30.00 g (203.2 mmol) diethyloxalate (7) were added at room temperature 42.2 mL diethylamine (406.4 mmol, 2.0 eq). The colorless clear solution was heated to reflux (oil bath temperature: 90° C.) and the reaction was monitored by HPLC. After 2.5 h, the resulting yellow-orange liquid was cooled to room temperature and all volatile compounds (ethanol, diethylamine) were removed in a rotary evaporator (50° C., 10 mbar) furnishing the crude product (35.073 g, 100% by weight) as a yellow liquid. Pu... The reactants are O=C(Cl)C1CC1, COC(=O)c1ccsc1N. Product: COC(=O)c1ccsc1NC(=O)C1CC1. Reaction SMILES: [CH:1]1([C:4](=[O:5])[Cl:6])[CH2:2][CH2:3]1.[NH2:7][c:8]1[s:9][cH:10][cH:11][c:12]1[C:13](=[O:14])[O:15][CH3:16]>>[CH:1]1([C:4](=[O:5])[NH:7][c:8]2[s:9][cH:10][cH:11][c:12]2[C:13](=[O:14])[O:15][CH3:16])[CH2:2][CH2:3]1. RXN SMILES: [CH2:1]([O:3][C:4](=[O:19])[CH2:5][CH2:6][CH2:7][CH2:8][CH2:9][CH2:10][S:11][C:12]1[CH:17]=[CH:16][C:15]([Cl:18])=[CH:14][CH:13]=1)[CH3:2].I([O-])(=O)(=O)=[O:21].[Na+]>C(O)C.O1CCCC1.O.C(OCC)(=O)C>[CH2:1]([O:3][C:4](=[O:19])[CH2:5][CH2:6][CH2:7][CH2:8][CH2:9][CH2:10][S:11]([C:12]1[CH:17]=[CH:16][C:15]([Cl:18])=[CH:14][CH:13]=1)=[O:21])[CH3:2] |f:1.2|. Yields the product C(C)OC(CCCCCCS(=O)C1=CC=C(C=C1)Cl)=O (7-(4-Chloro-benzenesulfinyl)-heptanoic acid ethyl ester), oil. Starting materials: C(C)OC(CCCCCCSC1=CC=C(C=C1)Cl)=O (7-(4-chlorophenylsulfanyl)-heptanoic acid ethyl ester), I(=O)(=O)(=O)[O-].[Na+] (sodium metaperiodate). Yield: 74.0%. Reported procedure: To a solution of 7-(4-chlorophenylsulfanyl)-heptanoic acid ethyl ester (1.6 g, 5.3 mmol) in ethanol (10 mL) and tetrahydrofuran (10 mL) was added dropwise at 0° C. a solution of sodium metaperiodate (1.1 g, 5.3 mmol) in distilled water (10 mL). The mixture was heated at reflux for 1 hour. The solution was concentrated under reduced pressure to give an oil that was dissolved in ethyl acetate (100 mL). The organic layer was washed with saturated aqueous sodium hydrogen carbonate (50 mL), distilled... Run in C(C)(=O)OCC (ethyl acetate), C(C)O (ethanol), O1CCCC1 (tetrahydrofuran), O (water). Starting materials: O (water), C(C1=CC=CC=C1)OC(=O)C=1C=2C=C(NC2C=CC1)C (2-methyindole-4-carboxylic acid benzyl ester), [H-].[Na+] (sodium hydride), C(CCC)OC1=CC=C(C(=O)Cl)C=C1 (4-butoxybenzoyl chloride). Solvent: C(C)(=O)OCC (ethyl acetate), CN(C=O)C (N,N-dimethylformamide). Run at time 30 minute. Yields the product C(C1=CC=CC=C1)OC(=O)C=1C=2C=C(N(C2C=CC1)C(C1=CC=C(C=C1)OCCCC)=O)C (1-(4-Butoxybenzoyl)-2-methylindole-4-carboxylic acid benzyl ester). RXN SMILES: [CH2:1]([O:8][C:9]([C:11]1[C:12]2[CH:13]=[C:14]([CH3:20])[NH:15][C:16]=2[CH:17]=[CH:18][CH:19]=1)=[O:10])[C:2]1[CH:7]=[CH:6][CH:5]=[CH:4][CH:3]=1.[H-].[Na+].[CH2:23]([O:27][C:28]1[CH:36]=[CH:35][C:31]([C:32](Cl)=[O:33])=[CH:30][CH:29]=1)[CH2:24][CH2:25][CH3:26].O>CN(C)C=O.C(OCC)(=O)C>[CH2:1]([O:8][C:9]([C:11]1[C:12]2[CH:13]=[C:14]([CH3:20])[N:15]([C:32](=[O:33])[C:31]3[CH:30]=[CH:29][C:28]([O:27][CH2:23][CH2:24][CH2:25][CH3:26])=[CH:36][CH:35]=3)[C:16]=2[CH:17]=[CH:18][CH:19]=1)=[O:10])[C:2]1[CH:3]=[CH:4][CH:5]=[CH:6][CH:7]=1 |f:1.2|. Reported procedure: To a solution of 2-methyindole-4-carboxylic acid benzyl ester (690 mg; prepared in Reference Example 11) in N,N-dimethylformamide (8 ml) was added sodium hydride (114 mg; 60%) at 0° C., and the mixture was stirred at the same temperature for 30 minutes. To the reaction mixture was added 4-butoxybenzoyl chloride (0.54 ml), and the mixture was stirred at room temperature overnight. To the reaction mixture was added water and ethyl acetate, and then separated. The aqueous layer was extracted with e... Starting materials: CI, [K+], [K+], O=C([O-])[O-], CC1(C)C=Cc2c(cc([N+](=O)[O-])c(C=O)c2O)O1. Product: COc1c2c(cc([N+](=O)[O-])c1C=O)OC(C)(C)C=C2. RXN SMILES: [CH3:25][I:26].[K+:19].[K+:20].[O-:21][C:22]([O-:23])=[O:24].[OH:1][c:2]1[c:3]2[c:8]([cH:9][c:10]([N+:14](=[O:15])[O-:16])[c:11]1[CH:12]=[O:13])[O:7][C:6]([CH3:17])([CH3:18])[CH:5]=[CH:4]2>>[O:1]([c:2]1[c:3]2[c:8]([cH:9][c:10]([N+:14](=[O:15])[O-:16])[c:11]1[CH:12]=[O:13])[O:7][C:6]([CH3:17])([CH3:18])[CH:5]=[CH:4]2)[CH3:22]. Reactants: FC1=CC=C2C(NC=NC2=C1)=O (7-fluoro-3H-quinazolin-4-one), N1CCOCC1 (morpholine). Reaction conditions: temperature 90 celsius, time 16 hour. Yields the product N1(CCOCC1)C1=CC=C2C(NC=NC2=C1)=O (7-morpholin-4-yl-3H-quinazolin-4-one). Isolated yield 50.0%. RXN SMILES: F[C:2]1[CH:11]=[C:10]2[C:5]([C:6](=[O:12])[NH:7][CH:8]=[N:9]2)=[CH:4][CH:3]=1.[NH:13]1[CH2:18][CH2:17][O:16][CH2:15][CH2:14]1>>[N:13]1([C:2]2[CH:11]=[C:10]3[C:5]([C:6](=[O:12])[NH:7][CH:8]=[N:9]3)=[CH:4][CH:3]=2)[CH2:18][CH2:17][O:16][CH2:15][CH2:14]1. Procedure: 20.0 g (0.122 mol) of 7-fluoro-3H-quinazolin-4-one were suspended in 80 ml of morpholine and stirred at an internal temperature of 90° C. for 16 h. Conventional work-up gave 14.1 g (Y=50%) of 7-morpholin-4-yl-3H-quinazolin-4-one (as described in Example 2.2, reaction step 1a).